From a dataset of the Open Reaction Database (ORD), a public repository of structured organic reaction records. describe an organic reaction: reactants, conditions, products, and yield The reactants are COC1=C(C(=O)OC)C(=CC(=C1)OC)C (methyl 2,4-dimethoxy-6-methyl-benzoate), C1CC(=O)N(C1=O)Br (NBS). Solvent: C(Cl)(Cl)(Cl)Cl (carbon tetrachloride). The product is BrCC1=C(C(=O)OC)C(=CC(=C1)OC)OC (methyl 2-(bromomethyl)-4,6-dimethoxy-benzoate). Yield: 82.1%. Reaction SMILES: [CH3:1][O:2][C:3]1[CH:12]=[C:11]([O:13][CH3:14])[CH:10]=[C:9]([CH3:15])[C:4]=1[C:5]([O:7][CH3:8])=[O:6].C1C(=O)N([Br:23])C(=O)C1>C(Cl)(Cl)(Cl)Cl>[Br:23][CH2:15][C:9]1[CH:10]=[C:11]([O:13][CH3:14])[CH:12]=[C:3]([O:2][CH3:1])[C:4]=1[C:5]([O:7][CH3:8])=[O:6]. Procedure details: Dissolve compound 3 (10 g, 0.0476 mol) in 50 ml carbon tetrachloride, heat to reflux under nitrogen protection, add portion wise a mixture of NBS (8.5 g, 0.0476 mol) and BPO (0.11 g, 0.476 mmol), after finishing the addition, reflux to react for 1 h. Then stop the reaction, cool and filter the mixture, spin-dry filtrate to obtain a pale yellow solid, re-crystallize from ethanol to obtain 11.3 g white solid (82%). 1H-NMR (400M, CDCl3) δ (ppm): 3.85 (s, 3H), 3.93 (s, 3H), 3.96 (s, 3H), 4.66 (s, 2H... Reactants: CCOP(C)(=O)OCCc1ccc(C(=O)OC(C)(C)C)cc1, ClCCl, O=C(O)C(F)(F)F. Product: CCOP(C)(=O)OCCc1ccc(C(=O)O)cc1. As a reaction SMILES: [CH2:1]([CH3:2])[O:3][P:4](=[O:5])([CH3:6])[O:7][CH2:8][CH2:9][c:10]1[cH:11][cH:12][c:13]([C:14](=[O:15])[O:16][C:17]([CH3:18])([CH3:19])[CH3:20])[cH:21][cH:22]1.[Cl:30][CH2:31][Cl:32].[F:23][C:24]([F:25])([F:26])[C:27]([OH:28])=[O:29]>>[CH2:1]([CH3:2])[O:3][P:4](=[O:5])([CH3:6])[O:7][CH2:8][CH2:9][c:10]1[cH:11][cH:12][c:13]([C:14](=[O:15])[OH:16])[cH:21][cH:22]1. Reactants: C=C(CCO[Si](C)(C)C(C)(C)C)COC(=O)c1ccccc1, C=C(CCOC(=O)c1ccccc1)C(O[SiH](C)C)C(C)(C)C, CO, CCOC(C)=O, [Na+], [Na+], O=C([O-])O, [OH-]. Product: C=C(CO)CCO[Si](C)(C)C(C)(C)C. Reaction SMILES: [C:1]([CH3:2])([CH3:3])([CH3:4])[Si:5]([O:6][CH2:7][CH2:8][C:9]([CH2:10][O:11][C:12](=[O:13])[c:14]1[cH:15][cH:16][cH:17][cH:18][cH:19]1)=[CH2:20])([CH3:21])[CH3:22].[C:23]([CH:24]([O:25][SiH:26]([CH3:27])[CH3:28])[C:29](=[CH2:30])[CH2:31][CH2:32][O:33][C:34](=[O:35])[c:36]1[cH:37][cH:38][cH:39][cH:40][cH:41]1)([CH3:42])([CH3:43])[CH3:44].[CH3:47][OH:48].[CH3:49][CH2:50][O:51][C:52](=[O:53])[CH3:54].[Na+:46].[Na+:59].[O-:55][C:56]([OH:57])=[O:58].[OH-:45]>>[C:1]([CH3:2])([CH3:3])([CH3:4])[Si:5]([O:6][CH2:7][CH2:8][C:9]([CH2:10][OH:11])=[CH2:20])([CH3:21])[CH3:22]. Reactants: CC(C)O, Clc1ncnc2cc(OCc3ccncc3)ccc12, Cl, Cc1cc(F)c(N)cc1O. The product is Cl, Cc1cc(F)c(Nc2ncnc3cc(OCc4ccncc4)ccc23)cc1O. As a reaction SMILES: [CH:31]([OH:32])([CH3:33])[CH3:34].[Cl:2][c:3]1[n:4][cH:5][n:6][c:7]2[cH:8][c:9]([O:13][CH2:14][c:15]3[cH:16][cH:17][n:18][cH:19][cH:20]3)[cH:10][cH:11][c:12]12.[ClH:1].[F:21][c:22]1[c:23]([NH2:24])[cH:25][c:26]([OH:30])[c:27]([CH3:29])[cH:28]1>>[ClH:2].[c:3]1([NH:24][c:23]2[c:22]([F:21])[cH:28][c:27]([CH3:29])[c:26]([OH:30])[cH:25]2)[n:4][cH:5][n:6][c:7]2[cH:8][c:9]([O:13][CH2:14][c:15]3[cH:16][cH:17][n:18][cH:19][cH:20]3)[cH:10][cH:11][c:12]12.